This data is from the Open Reaction Database (ORD), a public repository of structured organic reaction records. The task is: describe an organic reaction: reactants, conditions, products, and yield The reactants are C[Si](CCOCN1C(=NC2=C1C=CC=C2)OC2=CC=C(C=C2)N2C(NC=1C2=NC=CC1)=O)(C)C (3-{4-[(1-{[2-(trimethylsilyl)ethoxy]methyl}-1H-benzimidazol-2-yl)oxy]phenyl}-1,3-dihydro-2H-imidazo[4,5-b]pyridin-2-one), CCCC[N+](CCCC)(CCCC)CCCC.[F-] (TBAF), CN(C)CCN(C)C (TMEDA). Solvent: C1CCOC1 (THF), C1CCOC1 (THF). Run at temperature 50 celsius. The product is N1C(=NC2=C1C=CC=C2)OC2=CC=C(C=C2)N2C(NC=1C2=NC=CC1)=O (3-[4-(1H-benzimidazol-2-yloxy)phenyl]-1,3-dihydro-2H-imidazo[4,5-b]pyridin-2-one). Yield: 34.5%. As a reaction SMILES: C[Si](C)(C)CCOC[N:7]1[C:11]2[CH:12]=[CH:13][CH:14]=[CH:15][C:10]=2[N:9]=[C:8]1[O:16][C:17]1[CH:22]=[CH:21][C:20]([N:23]2[C:27]3=[N:28][CH:29]=[CH:30][CH:31]=[C:26]3[NH:25][C:24]2=[O:32])=[CH:19][CH:18]=1.CCCC[N+](CCCC)(CCCC)CCCC.[F-].CN(CCN(C)C)C>C1COCC1>[NH:7]1[C:11]2[CH:12]=[CH:13][CH:14]=[CH:15][C:10]=2[N:9]=[C:8]1[O:16][C:17]1[CH:18]=[CH:19][C:20]([N:23]2[C:27]3=[N:28][CH:29]=[CH:30][CH:31]=[C:26]3[NH:25][C:24]2=[O:32])=[CH:21][CH:22]=1 |f:1.2|. Procedure details: A mixture of 3-{4-[(1-{[2-(trimethylsilyl)ethoxy]methyl}-1H-benzimidazol-2-yl)oxy]phenyl}-1,3-dihydro-2H-imidazo[4,5-b]pyridin-2-one (300 mg), 1 M TBAF in THF (6.3 mL), and TMEDA in THF (20 mL) was heated at 50° C. for 24 h. After cooling to rt, the mixture was partitioned between AcOEt and H2O. The organic layer was washed with brine, dried over Na2SO4 and evaporated. The residue was purified by column chromatography (SiO2, hexane/AcOEt=1/3 then AcOEt/MeOH=95/5). The obtained product was recrys... Starting materials: CN(C)C=O, NC(=O)C1CC2(NC(=O)N(CCCCl)C2=O)c2cc(F)ccc2O1, [K+], [K+], O=C([O-])[O-], OC1CCNCC1. Yields the product NC(=O)C1CC2(NC(=O)N(CCCN3CCC(O)CC3)C2=O)c2cc(F)ccc2O1. RXN SMILES: [CH3:38][N:39]([CH3:40])[CH:41]=[O:42].[Cl:1][CH2:2][CH2:3][CH2:4][N:5]1[C:6](=[O:24])[NH:7][C:8]2([CH2:9][CH:10]([C:19](=[O:20])[NH2:21])[O:11][c:12]3[cH:13][cH:14][c:15]([F:18])[cH:16][c:17]32)[C:22]1=[O:23].[K+:32].[K+:33].[O-:34][C:35]([O-:36])=[O:37].[OH:25][CH:26]1[CH2:27][CH2:28][NH:29][CH2:30][CH2:31]1>>[CH2:2]([CH2:3][CH2:4][N:5]1[C:6](=[O:24])[NH:7][C:8]2([CH2:9][CH:10]([C:19](=[O:20])[NH2:21])[O:11][c:12]3[cH:13][cH:14][c:15]([F:18])[cH:16][c:17]32)[C:22]1=[O:23])[N:29]1[CH2:28][CH2:27][CH:26]([OH:25])[CH2:31][CH2:30]1.